describe an organic reaction: reactants, conditions, products, and yield From a dataset of the Open Reaction Database (ORD), a public repository of structured organic reaction records. The reactants are CCOC(=O)/N=N/C(=O)OCC (DEAD), O[C@H]1CN(CC1)C1=CC=C(C#N)C=C1 (4-((R)-3-hydroxy-pyrrolidin-1-yl)-benzonitrile), C1(=CC=CC=C1)P(C1=CC=CC=C1)C1=CC=CC=C1 (triphenylphosphine), COC(C1=CC(=CC=C1)O)=O (3-hydroxy-benzoic acid methyl ester), desired intermediate. The solvent is C1CCOC1 (THF). Reaction conditions: temperature 4 celsius. Yields the product COC(C1=CC(=CC=C1)O[C@@H]1CN(CC1)C1=CC=C(C=C1)C#N)=O (3-[(S)-1-(4-cyano-phenyl)-pyrrolidin-3-yloxy]-benzoic acid methyl ester). Reaction SMILES: [OH:1][C@@H:2]1[CH2:6][CH2:5][N:4]([C:7]2[CH:14]=[CH:13][C:10]([C:11]#[N:12])=[CH:9][CH:8]=2)[CH2:3]1.C1(P(C2C=CC=CC=2)C2C=CC=CC=2)C=CC=CC=1.[CH3:34][O:35][C:36](=[O:44])[C:37]1[CH:42]=[CH:41][CH:40]=[C:39](O)[CH:38]=1.CCOC(/N=N/C(OCC)=O)=O>C1COCC1>[CH3:34][O:35][C:36](=[O:44])[C:37]1[CH:42]=[CH:41][CH:40]=[C:39]([O:1][C@H:2]2[CH2:6][CH2:5][N:4]([C:7]3[CH:14]=[CH:13][C:10]([C:11]#[N:12])=[CH:9][CH:8]=3)[CH2:3]2)[CH:38]=1. Reported procedure: Dissolve 4-((R)-3-hydroxy-pyrrolidin-1-yl)-benzonitrile (188 mg, 1.00 mmol), triphenylphosphine (393 mg, 1.50 mmol) and 3-hydroxy-benzoic acid methyl ester (228 mg, 1.5 mmol) into 10 mL of dry THF under Ar. Cooled to 4° C. Add DEAD (0.26 mL, 1.50 mmol) in a drop-wise fashion. Stir mixture with warming to room temperature overnight. LC-MS analysis indicates the desired intermediate. Concentrate the mixture to dryness. Dissolve residue into CH2Cl2 and apply to a 2 mm SiO2 prep plate. Elute with 50... The reactants are CC(CN(C(=O)OCC)CC=O)=C (N-(2-methyl-prop-2-enyl)-N-(2-oxoethyl)-urethane), C[O-].[Na+] (sodium methylate), Cl.CNO (N-methylhydroxylamine hydrochloride), [Cl-].[Na+] (sodium chloride). Run in C1(=CC=CC=C1)C (toluene), O (water), CO (methanol). Yields the product CN1C2CN(CC2(CO1)C)C(=O)OCC (Ethyl 2,5-dimethyl-3-oxa-2,7-diazabicyclo[3.3.0]- octane-7-carboxylate). As a reaction SMILES: C[O-].[Na+].Cl.[CH3:5][NH:6][OH:7].[Cl-].[Na+].[CH3:10][C:11](=[CH2:22])[CH2:12][N:13]([CH2:19][CH:20]=O)[C:14]([O:16][CH2:17][CH3:18])=[O:15]>CO.C1(C)C=CC=CC=1.O>[CH3:5][N:6]1[O:7][CH2:10][C:11]2([CH3:22])[CH:20]1[CH2:19][N:13]([C:14]([O:16][CH2:17][CH3:18])=[O:15])[CH2:12]2 |f:0.1,2.3,4.5|. Procedure: 21.7 g of 30% strength sodium methylate solution are added dropwise to 10 g (0.12 mol) of N-methylhydroxylamine hydrochloride in 26 ml of methanol The sodium chloride is filtered off with suction and washed with 8 ml of methanol and 80 ml of toluene. This solution is added dropwise to 19.2 g (0.11 mol) of N-(2-methyl-prop-2-enyl)-N-(2-oxoethyl)-urethane, which is heated under reflux in 160 ml of toluene using a water separator. The mixture is heated under reflux overnight, the product is extract... Reported procedure: A solution of tert-butyl spiro[piperidine-4,6′-pyrido[2,3-b]pyrrolo[1,2-d][1,4]oxazine]-1-carboxylate (134 mg, 0.393 mmol) and 5-(trifluoromethyl)dibenzothiophen-5-ium (99.4 mg, 0.393 mmol) in DMF (2 mL) was stirred at 80° C. for 1.5 hours. The mixture was poured into water and was extracted with EtOAc (3×). The organics were combined, washed with water and brine, dried (Na2SO4) and evaporated to dryness. The residue was purified by column chromatography (1-30% EtOAc/hexanes) to give tert-butyl ... The yield is 51.6%. Run in CN(C)C=O (DMF). Reaction SMILES: [CH:1]1[C:10]2[N:9]3[CH:11]=[CH:12][CH:13]=[C:8]3[C:7]3([CH2:18][CH2:17][N:16]([C:19]([O:21][C:22]([CH3:25])([CH3:24])[CH3:23])=[O:20])[CH2:15][CH2:14]3)[O:6][C:5]=2[N:4]=[CH:3][CH:2]=1.[F:26][C:27]([F:42])([F:41])[S+]1C2C=CC=CC=2C2C=CC=CC1=2.O>CN(C=O)C>[F:26][C:27]([F:42])([F:41])[C:11]1[N:9]2[C:10]3[CH:1]=[CH:2][CH:3]=[N:4][C:5]=3[O:6][C:7]3([CH2:18][CH2:17][N:16]([C:19]([O:21][C:22]([CH3:25])([CH3:24])[CH3:23])=[O:20])[CH2:15][CH2:14]3)[C:8]2=[CH:13][CH:12]=1. Yields the product FC(C1=CC=C2N1C1=C(OC23CCN(CC3)C(=O)OC(C)(C)C)N=CC=C1)(F)F (tert-butyl 9′-(trifluoromethyl)spiro-[piperidine-4,6′-pyrido[2,3-b]pyrrolo[1,2-d][1,4]oxazine]-1-carboxylate). Starting materials: C1=CC=NC=2OC3(C=4N(C21)C=CC4)CCN(CC3)C(=O)OC(C)(C)C (tert-butyl spiro[piperidine-4,6′-pyrido[2,3-b]pyrrolo[1,2-d][1,4]oxazine]-1-carboxylate), FC([S+]1C2=C(C3=C1C=CC=C3)C=CC=C2)(F)F (5-(trifluoromethyl)dibenzothiophen-5-ium), O (water). Reaction conditions: time 15 minute. As a reaction SMILES: [CH:1]1C=CC2N(O)N=NC=2C=1.[C:11]([O:15][C:16]([NH:18][C@H:19]([C:24]([OH:26])=[O:25])[CH2:20][CH:21]([CH3:23])[CH3:22])=[O:17])([CH3:14])([CH3:13])[CH3:12].Cl.CN(C)CCCN=C=NCC.Cl.[NH2:40][CH:41]([CH2:47][CH:48]=[CH2:49])[CH2:42][C:43]([O:45]C)=[O:44].C(N(C(C)C)CC)(C)C>CN(C=O)C.C(OCC)(=O)C.C(N(CC)CC)C>[CH3:1][N:18]([C:16]([O:15][C:11]([CH3:13])([CH3:12])[CH3:14])=[O:17])[C@H:19]([C:24]([OH:26])=[O:25])[CH2:20][CH:21]([CH3:22])[CH3:23].[NH2:40][CH:41]([CH2:47][CH:48]=[CH2:49])[CH2:42][C:43]([O-:45])=[O:44] |f:2.3,4.5,10.11|. Solvent: C(C)(=O)OCC (ethyl acetate), C(C)N(CC)CC (triethylamine), CN(C)C=O (DMF), CN(C)C=O (DMF). The yield is 87.1%. Yields the product CN([C@@H](CC(C)C)C(=O)O)C(=O)OC(C)(C)C.NC(CC(=O)[O-])CC=C (methyl N-(t-butoxycarbonyl)leucine 3-amino-5-hexenoate). Reported procedure: HOBT (255 mg) was added to a solution of N-(t-butoxycarbonyl)leucine (297 mg) in DMF (5 ml), followed by 1-(3-Dimethylaminopropyl)-3-ethylcarbodiimide hydrochloride (273 mg) and the solution stirred for 15 min. Methyl 3-amino-5-hexenoate hydrochloride (185 mg) was dissolved in DMF (5 ml) and triethylamine (140 μl) and the resultant solution added to the solution of the N-(t-butoxycarbonyl)leucine activated ester followed by diisopropylethylamine (100 μl). The mixture was stirred overnight at amb... The reactants are C(C)(C)N(CC)C(C)C (diisopropylethylamine), resultant solution, C(C)(C)(C)OC(=O)N[C@@H](CC(C)C)C(=O)O (N-(t-butoxycarbonyl)leucine), ester, C=1C=CC2=C(C1)N=NN2O (HOBT), C(C)(C)(C)OC(=O)N[C@@H](CC(C)C)C(=O)O (N-(t-butoxycarbonyl)leucine), Cl.CN(CCCN=C=NCC)C (1-(3-Dimethylaminopropyl)-3-ethylcarbodiimide hydrochloride), Cl.NC(CC(=O)OC)CC=C (Methyl 3-amino-5-hexenoate hydrochloride). Starting materials: CC(C)(C)OC(=O)NC(CC(=O)O)Cc1ccc(Br)cc1, CCI, [Na+], O=C([O-])O, CN(C)C=O. Yields the product CCOC(=O)CC(Cc1ccc(Br)cc1)NC(=O)OC(C)(C)C. As a reaction SMILES: [Br:1][c:2]1[cH:3][cH:4][c:5]([CH2:8][CH:9]([CH2:10][C:11](=[O:12])[OH:13])[NH:14][C:15](=[O:16])[O:17][C:18]([CH3:19])([CH3:20])[CH3:21])[cH:6][cH:7]1.[CH2:27]([CH3:28])[I:29].[Na+:26].[O-:22][C:23]([OH:24])=[O:25].[O:30]=[CH:31][N:32]([CH3:33])[CH3:34]>>[Br:1][c:2]1[cH:3][cH:4][c:5]([CH2:8][CH:9]([CH2:10][C:11](=[O:12])[O:13][CH2:27][CH3:28])[NH:14][C:15](=[O:16])[O:17][C:18]([CH3:19])([CH3:20])[CH3:21])[cH:6][cH:7]1.